From a dataset of the Open Reaction Database (ORD), a public repository of structured organic reaction records. describe an organic reaction: reactants, conditions, products, and yield Starting materials: COC(C1=CC(=CC=C1)NC(CN1C(N(C2=C(C(=N1)C1CCCCC1)C=CC=C2)CC(C(C)(C)C)=O)=O)=O)=O (3-{2-[5-Cyclohexyl-1-(3,3-dimethyl-2-oxo-butyl)-2-oxo-1,2-dihydro-3H-1,3,4-benzotriazepin-3-yl]-acetylamino}-benzoic acid methyl ester), CC(C(CN1C(N(N=C(C2=C1C=CC=C2)C2=CC=CC=C2)CC(=O)O)=O)=O)(C)C ([1-(3,3-dimethyl-2-oxo-butyl)-2-oxo-5-phenyl-1,2-dihydro-3H-1,3,4-benzotriazepin-3-yl]-acetic acid), C(C)OC(CSC1=CC(=CC=C1)N)=O ((3-amino-phenylsulfanyl)-acetic acid ethyl ester), C1(CCCCC1)C1=NN(C(N(C2=C1C=CC=C2)CC(C(C)(C)C)=O)=O)CC(=O)O ([5-cyclohexyl-1-(3,3-dimethyl-2-oxo-butyl)-2-oxo-1,2-dihydro-3H-1,3,4-benzotriazepin-3-yl]-acetic acid), COC(C1=CC(=CC=C1)N)=O (3-amino-benzoic acid methyl ester). Product: C(C)OC(CN1C(N(C2=C(C(=N1)C1CCCCC1)C=CC=C2)CC(C(C)(C)C)=O)=O)=O ([5-cyclohexyl-1-(3,3-dimethyl-2-oxo-butyl)-2-oxo-1,2-dihydro-3H-1,3,4-benzotriazepin-3-yl]-acetic acid ethyl ester). RXN SMILES: COC(=O)C1C=CC=C(N[C:11](=[O:38])[CH2:12][N:13]2[N:19]=[C:18]([CH:20]3[CH2:25][CH2:24][CH2:23][CH2:22][CH2:21]3)[C:17]3[CH:26]=[CH:27][CH:28]=[CH:29][C:16]=3[N:15]([CH2:30][C:31](=[O:36])[C:32]([CH3:35])([CH3:34])[CH3:33])[C:14]2=[O:37])C=1.CC(C)(C)C(=O)CN1C2C=CC=CC=2C(C2C=CC=CC=2)=NN([CH2:61][C:62](O)=[O:63])C1=O.C(OC(=O)CSC1C=CC=C(N)C=1)C.C1(C2C3C=CC=CC=3N(CC(=O)C(C)(C)C)C(=O)N(CC(O)=O)N=2)CCCCC1.COC(=O)C1C=CC=C(N)C=1>>[CH2:62]([O:63][C:11](=[O:38])[CH2:12][N:13]1[N:19]=[C:18]([CH:20]2[CH2:21][CH2:22][CH2:23][CH2:24][CH2:25]2)[C:17]2[CH:26]=[CH:27][CH:28]=[CH:29][C:16]=2[N:15]([CH2:30][C:31](=[O:36])[C:32]([CH3:34])([CH3:33])[CH3:35])[C:14]1=[O:37])[CH3:61]. Procedure: The title compound was obtained by the method used in the preparation of 3-{2-[5-cyclohexyl-1-(3,3-dimethyl-2-oxo-butyl)-2-oxo-1,2-dihydro-3H-1,3,4-benzotriazepin-3-yl]-acetylamino}-benzoic acid methyl ester (Example 1) except that [1-(3,3-dimethyl-2-oxo-butyl)-2-oxo-5-phenyl-1,2-dihydro-3H-1,3,4-benzotriazepin-3-yl]-acetic acid (Example 4, step a) and (3-amino-phenylsulfanyl)-acetic acid ethyl ester were used instead of [5-cyclohexyl-1-(3,3-dimethyl-2-oxo-butyl)-2-oxo-1,2-dihydro-3H-1,3,4-benzo... Reactants: O=C([O-])[O-], CCO, Cl, [K+], [K+], CCON=O, Nc1cc(-c2ccc(CO)o2)nn1Cc1ccccc1F. The product is Nc1c(N=O)c(-c2ccc(CO)o2)nn1Cc1ccccc1F. Reaction SMILES: [C:28](=[O:29])([O-:30])[O-:31].[CH3:34][CH2:35][OH:36].[ClH:22].[K+:32].[K+:33].[N:23](=[O:24])[O:25][CH2:26][CH3:27].[NH2:1][c:2]1[cH:3][c:4](-[c:15]2[o:16][c:17]([CH2:20][OH:21])[cH:18][cH:19]2)[n:5][n:6]1[CH2:7][c:8]1[c:9]([F:14])[cH:10][cH:11][cH:12][cH:13]1>>[NH2:1][c:2]1[c:3]([N:23]=[O:24])[c:4](-[c:15]2[o:16][c:17]([CH2:20][OH:21])[cH:18][cH:19]2)[n:5][n:6]1[CH2:7][c:8]1[c:9]([F:14])[cH:10][cH:11][cH:12][cH:13]1. Reactants: C(C=C)(=O)COC1=CC=CC=2NN=NC21 (1-acryloyl methoxybenzotriazole), C(C=C)(=O)N1C(CCC1=O)=O (N-acryloyl-succinimide), C(C=C)(=O)N (acrylamide), C(C=C)(=O)N1N=NC2=C1C=CC=C2C (1-acryloyl methylbenzotriazole), 1-acryloyl imidazolide. The product is C(C=C)(=O)N1N=NC2=C1C=CC=C2 (1-acryloyl benzotriazole). As a reaction SMILES: C(COC1C2N=NNC=2C=CC=1)(=O)C=C.[C:16]([N:20]1[C:24]2[CH:25]=[CH:26][CH:27]=[C:28](C)[C:23]=2[N:22]=[N:21]1)(=[O:19])[CH:17]=[CH2:18].C(N1C(=O)CCC1=O)(=O)C=C.C(N)(=O)C=C>>[C:16]([N:20]1[C:24]2[CH:25]=[CH:26][CH:27]=[CH:28][C:23]=2[N:22]=[N:21]1)(=[O:19])[CH:17]=[CH2:18]. Reported procedure: 1-acryloyl methoxybenzotriazole; 1-acryloyl methylbenzotriazole; 1-acryloyl imidazolide; N-acryloyl-succinimide; N-2,4,5-trichlorophenil acrylamide.